From a dataset of the Open Reaction Database (ORD), a public repository of structured organic reaction records. describe an organic reaction: reactants, conditions, products, and yield Reactants: CO, CC(C)(C)OC(=O)NCCCN1C(=O)CCC1CN=[N+]=[N-]. The product is CC(C)(C)OC(=O)NCCCN1C(=O)CCC1CN. As a reaction SMILES: [CH3:22][OH:23].[N:1](=[N+:2]=[N-:3])[CH2:4][CH:5]1[N:6]([CH2:11][CH2:12][CH2:13][NH:14][C:15]([O:16][C:17]([CH3:18])([CH3:19])[CH3:20])=[O:21])[C:7](=[O:10])[CH2:8][CH2:9]1>>[NH2:1][CH2:4][CH:5]1[N:6]([CH2:11][CH2:12][CH2:13][NH:14][C:15]([O:16][C:17]([CH3:18])([CH3:19])[CH3:20])=[O:21])[C:7](=[O:10])[CH2:8][CH2:9]1. Reactants: [Br-], C1CCOC1, C=C[Mg+], CC(C)P(Cl)C(C)C. Product: C=CP(=O)(C(C)C)C(C)C. RXN SMILES: [Br-:9].[CH2:13]1[CH2:16][CH2:15][CH2:14][O:17]1.[CH:10](=[CH2:11])[Mg+:12].[Cl:1][P:2]([CH:3]([CH3:4])[CH3:5])[CH:6]([CH3:7])[CH3:8]>>[P:2]([CH:3]([CH3:4])[CH3:5])([CH:6]([CH3:7])[CH3:8])([CH:10]=[CH2:11])=[O:17]. Starting materials: CC(C=C)=O (but-3-en-2-one), CuCl2, [N+](=O)([O-])C1=CC=C(N)C=C1 (4-nitroaniline), Cl (hydrochloric acid), solution, [OH-].[Na+] (sodium hydroxide), N(=O)[O-].[Na+] (sodium nitrite). The solvent is CC(=O)C (acetone), O (water), O (water). Product: ClC(C(C)=O)CC1=CC=C(C=C1)[N+](=O)[O-] (3-Chloro-4 -(4-nitrophenyl)-butan-2-one). Reaction SMILES: [N+:1]([C:4]1[CH:10]=[CH:9][C:7](N)=[CH:6][CH:5]=1)([O-:3])=[O:2].N([O-])=O.[Na+].[OH-].[Na+].[CH3:17][C:18](=[O:21])[CH:19]=[CH2:20].[ClH:22]>O.CC(C)=O>[Cl:22][CH:19]([CH2:20][C:7]1[CH:9]=[CH:10][C:4]([N+:1]([O-:3])=[O:2])=[CH:5][CH:6]=1)[C:18](=[O:21])[CH3:17] |f:1.2,3.4|. Reported procedure: 27.6 g of 4-nitroaniline are dissolved in 180 ml of 20% hydrochloric acid. The solution is cooled to 0°-5° C. and a solution of 12.7 g of sodium nitrite in 30 ml of water is then added slowly, with cooling. The pH is then raised to 3 with a 25% solution of sodium hydroxide, the temperature being kept at 5°-10° C. A solution of 4.7 g of CuCl2 in 25 ml of water is added, followed by a solution of 17.3 ml of but-3-en-2-one in 180 ml of acetone. The reaction mixture is allowed to return to room temp... The reactants are N1CCSCC1 (Thiomorpholine), C1(=CC=CC=C1)P(C1=C(C2=CC=CC=C2C=C1)C1=C(C=CC2=CC=CC=C12)P(C1=CC=CC=C1)C1=CC=CC=C1)C1=CC=CC=C1 ((+/−)-2,2′-bis(diphenylphosphino)-1,1′-binaphthyl), CC(C)([O-])C.[Na+] (sodium tert-butoxide), BrC=1C=CC2=C(CCO[C@H]2CCO)C1 (2-((1S)-6-Bromo-3,4-dihydro-1H-2-benzopyran-1-yl)ethanol). As a reaction SMILES: Br[C:2]1[CH:3]=[CH:4][C:5]2[C@H:10]([CH2:11][CH2:12][OH:13])[O:9][CH2:8][CH2:7][C:6]=2[CH:14]=1.[NH:15]1[CH2:20][CH2:19][S:18][CH2:17][CH2:16]1.C1(P(C2C=CC=CC=2)C2C=CC3C(=CC=CC=3)C=2C2C3C(=CC=CC=3)C=CC=2P(C2C=CC=CC=2)C2C=CC=CC=2)C=CC=CC=1.CC(C)([O-])C.[Na+]>C1(C)C=CC=CC=1.ClCCl.C1C=CC(/C=C/C(/C=C/C2C=CC=CC=2)=O)=CC=1.C1C=CC(/C=C/C(/C=C/C2C=CC=CC=2)=O)=CC=1.C1C=CC(/C=C/C(/C=C/C2C=CC=CC=2)=O)=CC=1.[Pd].[Pd]>[N:15]1([C:2]2[CH:3]=[CH:4][C:5]3[C@H:10]([CH2:11][CH2:12][OH:13])[O:9][CH2:8][CH2:7][C:6]=3[CH:14]=2)[CH2:20][CH2:19][S:18][CH2:17][CH2:16]1 |f:3.4,7.8.9.10.11|. Reported procedure: 2-((1S)-6-Bromo-3,4-dihydro-1H-2-benzopyran-1-yl)ethanol (0.26 g, 0.99 mmol) was dissolved in dry toluene (10 mL) and degassed. Thiomorpholine (0.14 mL, 1.48 mmol), tris(dibenzylideneacetone)dipalladium (51 mg), (+/−)-2,2′-bis(diphenylphosphino)-1,1′-binaphthyl (77 mg) and sodium tert-butoxide (0.126 g, 1.3 mmol) were added and the mixture heated under reflux with stirring, under a nitrogen atmosphere, for 24 h. The reaction was cooled to room temperature, diluted with dichloromethane, filtered ... The product is N1(CCSCC1)C=1C=CC2=C(CCO[C@H]2CCO)C1 (2-[(1S)-6-(4-Thiomorpholinyl)-3,4-dihydro-1H-2-benzopyran-1-yl]ethanol). Run at time 24 hour. The reagents and catalysts are C=1C=CC(=CC1)/C=C/C(=O)/C=C/C2=CC=CC=C2.C=1C=CC(=CC1)/C=C/C(=O)/C=C/C2=CC=CC=C2.C=1C=CC(=CC1)/C=C/C(=O)/C=C/C2=CC=CC=C2.[Pd].[Pd] (tris(dibenzylideneacetone)dipalladium). Solvent: C1(=CC=CC=C1)C (toluene), ClCCl (dichloromethane).